This data is from the Open Reaction Database (ORD), a public repository of structured organic reaction records. The task is: describe an organic reaction: reactants, conditions, products, and yield Reactants: CC(C)C[Al+]CC(C)C, CC(C)=CCC1C(C)=CC(=O)CC1C, CO, CCCCCC, [H-]. Product: CC(C)=CCC1C(C)=CC(O)CC1C. As a reaction SMILES: [CH2:16]([Al+:17][CH2:18][CH:19]([CH3:20])[CH3:21])[CH:22]([CH3:23])[CH3:24].[CH3:1][C:2]1=[CH:3][C:4](=[O:14])[CH2:5][CH:6]([CH3:13])[CH:7]1[CH2:8][CH:9]=[C:10]([CH3:11])[CH3:12].[CH3:25][OH:26].[CH3:27][CH2:28][CH2:29][CH2:30][CH2:31][CH3:32].[H-:15]>>[CH3:1][C:2]1=[CH:3][CH:4]([OH:14])[CH2:5][CH:6]([CH3:13])[CH:7]1[CH2:8][CH:9]=[C:10]([CH3:11])[CH3:12]. Reactants: ClC1=NC(=NC(=N1)C1=CC=CC=C1)C1=CC=CC=C1 (2-chloro-4,6-diphenyl-1,3,5-triazine), CC1(C2=CC=CC=C2C=2C=C3C(=CC12)NC1=CC=NC=C13)C (10,10-dimethyl-10,12-dihydro-3,12-diazaindeno-[2,1-b]fluorene), [H-].[Na+] (NaH), oil. The solvent is C1CCOC1 (THF), CN(C=O)C (dimethylformamide). Run at time 1 hour. Product: C1(=CC=CC=C1)C1=NC(=NC(=N1)C1=CC=CC=C1)N1C2=CC=NC=C2C=2C1=CC=1C(C3=CC=CC=C3C1C2)(C)C (12-(4,6-Diphenyl-1,3,5-triazin-2-yl)-10,10-dimethyl-10,12-dihydro-3,12-diazaindeno[2,1-b]fluorene). As a reaction SMILES: [CH3:1][C:2]1([CH3:22])[C:14]2[CH:13]=[C:12]3[NH:15][C:16]4[C:21]([C:11]3=[CH:10][C:9]=2[C:8]2[C:3]1=[CH:4][CH:5]=[CH:6][CH:7]=2)=[CH:20][N:19]=[CH:18][CH:17]=4.[H-].[Na+].Cl[C:26]1[N:31]=[C:30]([C:32]2[CH:37]=[CH:36][CH:35]=[CH:34][CH:33]=2)[N:29]=[C:28]([C:38]2[CH:43]=[CH:42][CH:41]=[CH:40][CH:39]=2)[N:27]=1>CN(C)C=O.C1COCC1>[C:38]1([C:28]2[N:29]=[C:30]([C:32]3[CH:33]=[CH:34][CH:35]=[CH:36][CH:37]=3)[N:31]=[C:26]([N:15]3[C:12]4=[CH:13][C:14]5[C:2]([CH3:22])([CH3:1])[C:3]6[C:8]([C:9]=5[CH:10]=[C:11]4[C:21]4[C:16]3=[CH:17][CH:18]=[N:19][CH:20]=4)=[CH:7][CH:6]=[CH:5][CH:4]=6)[N:27]=2)[CH:43]=[CH:42][CH:41]=[CH:40][CH:39]=1 |f:1.2|. Procedure: 10 g (35.17 mmol) of 10,10-dimethyl-10,12-dihydro-3,12-diazaindeno-[2,1-b]fluorene are dissolved in 150 ml of dimethylformamide under a protective-gas atmosphere, and 1.7 g of 60% NaH in mineral oil (42.2 mmol) are added. After 1 h at room temperature, a solution of 2-chloro-4,6-diphenyl-1,3,5-triazine (10.7 g, 38.68 mmol) in 100 ml of THF is added dropwise. The reaction mixture is stirred at room temperature for 12 h. After this time, the reaction mixture is poured onto ice and extracted three ... The reactants are COC1=CC=C2CCCC(C2=C1)=O (7-methoxy-1-tetralone), [Br-].C1(=CC=CC=C1)C(C1=CC=CC=C1)(C1=CC=CC=C1)[PH3+] (triphenylmethylphosphonium bromide), CC(C)([O-])C.[K+] (potassium tert-butoxide). Solvent: C1CCOC1 (THF). Run at time 60 minute. The product is COC1=CC=C2CCCC(C2=C1)=C (7-Methoxy-1-methylene-1,2,3,4-tetrahydronaphthalene). Yield: 92.0%. Reaction SMILES: [CH3:1][O:2][C:3]1[CH:12]=[C:11]2[C:6]([CH2:7][CH2:8][CH2:9][C:10]2=O)=[CH:5][CH:4]=1.[Br-].[C:15]1(C([PH3+])(C2C=CC=CC=2)C2C=CC=CC=2)C=CC=CC=1.CC(C)([O-])C.[K+]>C1COCC1>[CH3:1][O:2][C:3]1[CH:12]=[C:11]2[C:6]([CH2:7][CH2:8][CH2:9][C:10]2=[CH2:15])=[CH:5][CH:4]=1 |f:1.2,3.4|. Reported procedure: To a solution of 7-methoxy-1-tetralone H4.1 (26.9 g, 153 mmol) (commercially available from Sigma-Aldrich, St. Louis, Mo., USA) and triphenylmethylphosphonium bromide (65.4 g, 183 mmol) in THF (550 mL) was added potassium tert-butoxide (1.0 M solution in THF)(183 mL, 183 mmol) via addition funnel over 1 hour. The resulting mixture was stirred at room temperature for 60 minutes after addition. The reaction was then concentrated and resuspended in hexanes (250 mL). The mixture was passed through a... Reactants: Cl (hydrochloride), COC=1C(=NC=CC1)C(=O)OC (methyl 3-methoxypicolinate), C(C)N1C(CCC1)CN (1-ethyl-2-(aminomethyl)-pyrrolidine), Cl (hydrochloric acid). Yields the product Cl.C(C)N1C(CCC1)CNC(C1=NC=CC=C1OC)=O (N-[(1-ethyl-2-pyrrolidinyl)-methyl]-3-methoxypicolinamide hydrochloride). As a reaction SMILES: [CH3:1][O:2][C:3]1[C:4]([C:9]([O:11]C)=O)=[N:5][CH:6]=[CH:7][CH:8]=1.[CH2:13]([N:15]1[CH2:19][CH2:18][CH2:17][CH:16]1[CH2:20][NH2:21])[CH3:14].[ClH:22]>>[ClH:22].[CH2:13]([N:15]1[CH2:19][CH2:18][CH2:17][CH:16]1[CH2:20][NH:21][C:9](=[O:11])[C:4]1[C:3]([O:2][CH3:1])=[CH:8][CH:7]=[CH:6][N:5]=1)[CH3:14] |f:3.4|. Reported procedure: 10.5 g (0.063 mole) of methyl 3-methoxypicolinate and 17.6 g (0.137 mole) of 1-ethyl-2-(aminomethyl)-pyrrolidine are heated under nitrogen for 6 hours to 80° C. The excess base is distilled off in a high vacuum at 50° C and the oily residue is dissolved in methylene chloride and treated with 12 ml of 6 N ethanolic hydrochloric acid. The solvent is evaporated in vacuo and the oily residue is crystallised by trituration with ether. The crystals are collected by filtration and recrystallised from i... Reactants: O=Cc1ccc(Br)cc1, O=C([O-])[O-], CC(C)c1cc(C(C)C)c(-c2ccccc2P(C2CCCCC2)C2CCCCC2)c(C(C)C)c1, [K+], [K+], CC(C)(O)c1cc(F)c(-c2cc(C(N)=O)c(N)s2)c(F)c1, O=C(C=Cc1ccccc1)C=Cc1ccccc1, O=C(C=Cc1ccccc1)C=Cc1ccccc1, O=C(C=Cc1ccccc1)C=Cc1ccccc1, [Pd], [Pd]. Product: CC(C)(O)c1cc(F)c(-c2cc(C(N)=O)c(Nc3ccc(C=O)cc3)s2)c(F)c1. As a reaction SMILES: [Br:22][c:23]1[cH:24][cH:25][c:26]([CH:27]=[O:28])[cH:29][cH:30]1.[C:65](=[O:66])([O-:67])[O-:68].[CH:31]1([P:32]([CH:33]2[CH2:34][CH2:35][CH2:36][CH2:37][CH2:38]2)[c:39]2[cH:40][cH:41][cH:42][cH:43][c:44]2-[c:45]2[c:46]([CH:47]([CH3:48])[CH3:49])[cH:50][c:51]([CH:52]([CH3:53])[CH3:54])[cH:55][c:56]2[CH:57]([CH3:58])[CH3:59])[CH2:60][CH2:61][CH2:62][CH2:63][CH2:64]1.[K+:69].[K+:70].[NH2:1][c:2]1[s:3][c:4](-[c:10]2[c:11]([F:21])[cH:12][c:13]([C:17]([CH3:18])([CH3:19])[OH:20])[cH:14][c:15]2[F:16])[cH:5][c:6]1[C:7](=[O:8])[NH2:9].[O:109]=[C:110]([CH:111]=[CH:112][c:113]1[cH:114][cH:115][cH:116][cH:117][cH:118]1)[CH:119]=[CH:120][c:121]1[cH:122][cH:123][cH:124][cH:125][cH:126]1.[O:73]=[C:74]([CH:75]=[CH:76][c:77]1[cH:78][cH:79][cH:80][cH:81][cH:82]1)[CH:83]=[CH:84][c:85]1[cH:86][cH:87][cH:88][cH:89][cH:90]1.[O:91]=[C:92]([CH:93]=[CH:94][c:95]1[cH:96][cH:97][cH:98][cH:99][cH:100]1)[CH:101]=[CH:102][c:103]1[cH:104][cH:105][cH:106][cH:107][cH:108]1.[Pd:71].[Pd:72]>>[NH:1]([c:2]1[s:3][c:4](-[c:10]2[c:11]([F:21])[cH:12][c:13]([C:17]([CH3:18])([CH3:19])[OH:20])[cH:14][c:15]2[F:16])[cH:5][c:6]1[C:7](=[O:8])[NH2:9])[c:23]1[cH:24][cH:25][c:26]([CH:27]=[O:28])[cH:29][cH:30]1. Reactants: [N+](=O)([O-])C1=CC=C(C=C1)C1=NC(=CC(=N1)N1CC2CCC(C1)O2)C2=CC=C(C=C2)[N+](=O)[O-] (3-[2,6-bis-(4-nitro-phenyl)-pyrimidin-4-yl]-8-oxa-3-aza-bicyclo[3.2.1]octane). The reagents and catalysts are [Pd] (Pd on charcoal). Solvent: C(C)O (ethanol). Conditions: time 40 hour. Product: NC1=CC=C(C=C1)C1=NC(=CC(=N1)N1CC2CCC(C1)O2)C2=CC=C(C=C2)N (3-[2,6-Bis-(4-aminophenyl)-pyrimidin-4-yl]-8-oxa-3-aza-bicyclo[3.2.1]octane). RXN SMILES: [N+:1]([C:4]1[CH:9]=[CH:8][C:7]([C:10]2[N:15]=[C:14]([N:16]3[CH2:22][CH:21]4[O:23][CH:18]([CH2:19][CH2:20]4)[CH2:17]3)[CH:13]=[C:12]([C:24]3[CH:29]=[CH:28][C:27]([N+:30]([O-])=O)=[CH:26][CH:25]=3)[N:11]=2)=[CH:6][CH:5]=1)([O-])=O>C(O)C.[Pd]>[NH2:1][C:4]1[CH:9]=[CH:8][C:7]([C:10]2[N:15]=[C:14]([N:16]3[CH2:17][CH:18]4[O:23][CH:21]([CH2:20][CH2:19]4)[CH2:22]3)[CH:13]=[C:12]([C:24]3[CH:25]=[CH:26][C:27]([NH2:30])=[CH:28][CH:29]=3)[N:11]=2)=[CH:6][CH:5]=1. Reported procedure: In a 500 mL round-bottomed flask was placed 3-[2,6-bis-(4-nitro-phenyl)-pyrimidin-4-yl]-8-oxa-3-aza-bicyclo[3.2.1]octane (15) in ethanol (100 ml). A catalytic amount of Pd on charcoal (wet) was added and the mixture was stirred under a hydrogen atmosphere for 40 h. The mixture was filtered over Celite™, rinsed with MeOH, and concentrated. The crude product was added to a silica gel column and eluted with ethyl acetate in hexanes (40-100%) to give 295 mg of the title compound (0.79 mmol). The reactants are CN(CCOC(C(C=1SC(=CC1)OCCOC1=CC2=CC=CC=C2C=C1)=O)=O)C (5-[[2-(2-naphthalenyloxy)ethyl]oxy]-alpha-oxo-2-thiopheneacetic acid 2-(dimethylamino)ethyl ester), CI (methyl iodide). Solvent: CC(=O)C (acetone). Product: [I-].C1=C(C=CC2=CC=CC=C12)OCCOC1=CC=C(S1)C(C(=O)OCC[N+](C)(C)C)=O (2-[[5-[[2-(2naphthalenyloxy)ethyl]oxy]-alpha-oxo-2-thiopheneacetyl]oxy]-N,N,N-trimethylethanaminium iodide). Yield: 67.0%. Reaction SMILES: [CH3:1][N:2]([CH3:29])[CH2:3][CH2:4][O:5][C:6](=[O:28])[C:7](=[O:27])[C:8]1[S:9][C:10]([O:13][CH2:14][CH2:15][O:16][C:17]2[CH:26]=[CH:25][C:24]3[C:19](=[CH:20][CH:21]=[CH:22][CH:23]=3)[CH:18]=2)=[CH:11][CH:12]=1.[CH3:30][I:31]>CC(C)=O>[I-:31].[CH:18]1[C:19]2[C:24](=[CH:23][CH:22]=[CH:21][CH:20]=2)[CH:25]=[CH:26][C:17]=1[O:16][CH2:15][CH2:14][O:13][C:10]1[S:9][C:8]([C:7](=[O:27])[C:6]([O:5][CH2:4][CH2:3][N+:2]([CH3:30])([CH3:29])[CH3:1])=[O:28])=[CH:12][CH:11]=1 |f:3.4|. Procedure details: A solution of 5-[[2-(2-naphthalenyloxy)ethyl]oxy]-alpha-oxo-2-thiopheneacetic acid 2-(dimethylamino)ethyl ester (0.4 g) and methyl iodide (0.15 g) in acetone (7 mL) was stirred overnight at room temperature. The resulting yellow crystalline solid was filtered off, washed with acetone and then crystallized from methanol to afford 0.36 g of 2-[[5-[[2-(2naphthalenyloxy)ethyl]oxy]-alpha-oxo-2-thiopheneacetyl]oxy]-N,N,N-trimethylethanaminium iodide, mp 169°-170 ° C. Reactants: O=C([O-])[O-], CC(C)(C)OC(=O)N1CCN(S(N)(=O)=O)CC1, CC(C)c1cc(C(C)C)c(-c2ccccc2P(C2CCCCC2)C2CCCCC2)c(C(C)C)c1, Fc1cccc(CSc2nc(Cl)cc(OCC(F)(F)F)n2)c1F, [Cs+], [Cs+], O=C(C=Cc1ccccc1)C=Cc1ccccc1, O=C(C=Cc1ccccc1)C=Cc1ccccc1, C1COCCO1, O=C(C=Cc1ccccc1)C=Cc1ccccc1, [Pd], [Pd]. Yields the product CC(C)(C)OC(=O)N1CCN(S(=O)(=O)Nc2cc(OCC(F)(F)F)nc(SCc3cccc(F)c3F)n2)CC1. Reaction SMILES: [C:52](=[O:53])([O-:54])[O-:55].[CH3:1][C:2]([CH3:3])([CH3:4])[O:5][C:6](=[O:7])[N:8]1[CH2:9][CH2:10][N:11]([S:14](=[O:15])(=[O:16])[NH2:17])[CH2:12][CH2:13]1.[CH:18]1([P:19]([CH:20]2[CH2:21][CH2:22][CH2:23][CH2:24][CH2:25]2)[c:26]2[cH:27][cH:28][cH:29][cH:30][c:31]2-[c:32]2[c:33]([CH:34]([CH3:35])[CH3:36])[cH:37][c:38]([CH:39]([CH3:40])[CH3:41])[cH:42][c:43]2[CH:44]([CH3:45])[CH3:46])[CH2:47][CH2:48][CH2:49][CH2:50][CH2:51]1.[Cl:58][c:59]1[n:60][c:61]([S:71][CH2:72][c:73]2[c:74]([F:80])[c:75]([F:79])[cH:76][cH:77][cH:78]2)[n:62][c:63]([O:65][CH2:66][C:67]([F:68])([F:69])[F:70])[cH:64]1.[Cs+:56].[Cs+:57].[O:107]=[C:108]([CH:109]=[CH:110][c:111]1[cH:112][cH:113][cH:114][cH:115][cH:116]1)[CH:117]=[CH:118][c:119]1[cH:120][cH:121][cH:122][cH:123][cH:124]1.[O:125]=[C:126]([CH:127]=[CH:128][c:129]1[cH:130][cH:131][cH:132][cH:133][cH:134]1)[CH:135]=[CH:136][c:137]1[cH:138][cH:139][cH:140][cH:141][cH:142]1.[O:81]1[CH2:82][CH2:83][O:84][CH2:85][CH2:86]1.[O:89]=[C:90]([CH:91]=[CH:92][c:93]1[cH:94][cH:95][cH:96][cH:97][cH:98]1)[CH:99]=[CH:100][c:101]1[cH:102][cH:103][cH:104][cH:105][cH:106]1.[Pd:87].[Pd:88]>>[CH3:1][C:2]([CH3:3])([CH3:4])[O:5][C:6](=[O:7])[N:8]1[CH2:9][CH2:10][N:11]([S:14](=[O:15])(=[O:16])[NH:17][c:59]2[n:60][c:61]([S:71][CH2:72][c:73]3[c:74]([F:80])[c:75]([F:79])[cH:76][cH:77][cH:78]3)[n:62][c:63]([O:65][CH2:66][C:67]([F:68])([F:69])[F:70])[cH:64]2)[CH2:12][CH2:13]1. The reactants are C(CCC)C1=NC2=C(N1CC1=CC=C(C=C1)C=1C(=CC=CC1)C(=O)OC(C)(C)C)C=CC(=C2)OC (tert.butyl 4'-[(2-n-butyl-5-methoxy-benzimidazol-1-yl)-methyl]biphenyl-2-carboxylate), FC(C(=O)O)(F)F (trifluoroacetic acid). The product is C(CCC)C1=NC2=C(N1CC1=CC=C(C=C1)C=1C(=CC=CC1)C(=O)O)C=CC(=C2)OC (4'-[(2-n-Butyl-5-methoxy-benzimidazol-1-yl)-methyl]biphenyl-2-carboxylic acid). Reaction SMILES: [CH2:1]([C:5]1[N:9]([CH2:10][C:11]2[CH:16]=[CH:15][C:14]([C:17]3[C:18]([C:23]([O:25]C(C)(C)C)=[O:24])=[CH:19][CH:20]=[CH:21][CH:22]=3)=[CH:13][CH:12]=2)[C:8]2[CH:30]=[CH:31][C:32]([O:34][CH3:35])=[CH:33][C:7]=2[N:6]=1)[CH2:2][CH2:3][CH3:4].FC(F)(F)C(O)=O>>[CH2:1]([C:5]1[N:9]([CH2:10][C:11]2[CH:12]=[CH:13][C:14]([C:17]3[C:18]([C:23]([OH:25])=[O:24])=[CH:19][CH:20]=[CH:21][CH:22]=3)=[CH:15][CH:16]=2)[C:8]2[CH:30]=[CH:31][C:32]([O:34][CH3:35])=[CH:33][C:7]=2[N:6]=1)[CH2:2][CH2:3][CH3:4]. Procedure details: Prepared in analogous manner to Example 9 from tert.butyl 4'-[(2-n-butyl-5-methoxy-benzimidazol-1-yl)-methyl]biphenyl-2-carboxylate and trifluoroacetic acid.